From a dataset of the Open Reaction Database (ORD), a public repository of structured organic reaction records. describe an organic reaction: reactants, conditions, products, and yield The reactants are C1(=CC=CC=C1)O (phenol), BrCCCCC(=O)OCC (ethyl 5-bromovalerate), C([O-])([O-])=O.[Cs+].[Cs+] (cesium carbonate), Cl (HCl), O.NN (hydrazine hydrate), Cl (HCl). Solvent: CN(C)C=O (DMF), O (water), C(C)(=O)OCC (Ethyl acetate), C(C)O (ethanol), O (water), C(C)(=O)OCC (Ethyl acetate). Conditions: time 12 hour. Yields the product O(C1=CC=CC=C1)CCCC(=O)NN (4-Phenoxybutanohydrazide). Reaction SMILES: [C:1]1([OH:7])[CH:6]=[CH:5][CH:4]=[CH:3][CH:2]=1.BrC[CH2:10][CH2:11][CH2:12][C:13]([O:15]CC)=O.C(=O)([O-])[O-].[Cs+].[Cs+].Cl.O.[NH2:26][NH2:27]>O.C(OCC)(=O)C.C(O)C.CN(C=O)C>[O:7]([CH2:10][CH2:11][CH2:12][C:13]([NH:26][NH2:27])=[O:15])[C:1]1[CH:6]=[CH:5][CH:4]=[CH:3][CH:2]=1 |f:2.3.4,6.7|. Procedure details: A mixture of phenol (100 mg), ethyl 5-bromovalerate (222.2 mg), cesium carbonate (693 mg) and DMF (1.6 ml) was stirred at room temperature for 12 h. Ethyl acetate and water were then added to the reaction solution, and the aqueous phase was adjusted to pH 6 with 2N HCl solution. The aqueous phase extracted twice more with ethyl acetate. The combined organic phases were then washed with water and dried over sodium sulfate, and the solvent was removed in vacuo. The product obtained in this way was... Starting materials: Brc1cncs1, O=C([O-])[O-], CN(C)C=O, [Na+], [Na+], O, CC(c1ccc(B2OC(C)(C)C(C)(C)O2)cc1)N1CCC(CC(C)(C)O)(c2ccccc2)OC1=O. The product is CC(c1ccc(-c2cncs2)cc1)N1CCC(CC(C)(C)O)(c2ccccc2)OC1=O. As a reaction SMILES: [Br:7][c:8]1[cH:9][n:10][cH:11][s:12]1.[C:1](=[O:2])([O-:3])[O-:4].[CH3:49][N:50]([CH3:51])[CH:52]=[O:53].[Na+:5].[Na+:6].[OH2:48].[OH:13][C:14]([CH2:15][C:16]1([c:40]2[cH:41][cH:42][cH:43][cH:44][cH:45]2)[CH2:17][CH2:18][N:19]([CH:23]([CH3:24])[c:25]2[cH:26][cH:27][c:28]([B:31]3[O:32][C:33]([CH3:34])([CH3:35])[C:36]([CH3:37])([CH3:38])[O:39]3)[cH:29][cH:30]2)[C:20](=[O:22])[O:21]1)([CH3:46])[CH3:47]>>[c:8]1(-[c:28]2[cH:27][cH:26][c:25]([CH:23]([N:19]3[CH2:18][CH2:17][C:16]([CH2:15][C:14]([OH:13])([CH3:46])[CH3:47])([c:40]4[cH:41][cH:42][cH:43][cH:44][cH:45]4)[O:21][C:20]3=[O:22])[CH3:24])[cH:30][cH:29]2)[cH:9][n:10][cH:11][s:12]1. Reactants: C(C)(C)(C)OC(=O)NC1(CC2COCC(C1)N2)C(=O)O (7-(tert-butoxycarbonylamino)-3-oxa-9-azabicyclo[3.3.1]nonane-7-carboxylic acid), BrCC1=C([C@@H](N=C(N1)C=1SC=CN1)C1=C(C(=CC=C1)F)F)C(=O)OCC (ethyl (4R)-6-(bromomethyl)-4-(2,3-difluoro-phenyl)-2-thiazol-2-yl-1,4-dihydropyrimidine-5-carboxylate). Yields the product NC1(CC2COCC(C1)N2CC2=C([C@@H](N=C(N2)C=2SC=CN2)C2=C(C(=CC=C2)F)F)C(=O)OCC)C(=O)O (7-amino-9-[[(4R)-4-(2,3-difluorophenyl)-5-ethoxycarbonyl-2-thiazol-2-yl-1,4-dihydropyrimidin-6-yl]methyl]-3-oxa-9-azabicyclo[3.3.1]nonane-7-carboxylic acid). Yield: 8.4%. Reaction SMILES: C(OC([NH:8][C:9]1([C:18]([OH:20])=[O:19])[CH2:16][CH:15]2[NH:17][CH:11]([CH2:12][O:13][CH2:14]2)[CH2:10]1)=O)(C)(C)C.Br[CH2:22][C:23]1[NH:28][C:27]([C:29]2[S:30][CH:31]=[CH:32][N:33]=2)=[N:26][C@@H:25]([C:34]2[CH:39]=[CH:38][CH:37]=[C:36]([F:40])[C:35]=2[F:41])[C:24]=1[C:42]([O:44][CH2:45][CH3:46])=[O:43]>>[NH2:8][C:9]1([C:18]([OH:20])=[O:19])[CH2:10][CH:11]2[N:17]([CH2:22][C:23]3[NH:28][C:27]([C:29]4[S:30][CH:31]=[CH:32][N:33]=4)=[N:26][C@@H:25]([C:34]4[CH:39]=[CH:38][CH:37]=[C:36]([F:40])[C:35]=4[F:41])[C:24]=3[C:42]([O:44][CH2:45][CH3:46])=[O:43])[CH:15]([CH2:14][O:13][CH2:12]2)[CH2:16]1. Procedure details: The title compound was prepared in analogy to Example 133 by using 7-(tert-butoxycarbonylamino)-3-oxa-9-azabicyclo[3.3.1]nonane-7-carboxylic acid 139a (49 mg) and ethyl (4R)-6-(bromomethyl)-4-(2,3-difluoro-phenyl)-2-thiazol-2-yl-1,4-dihydropyrimidine-5-carboxylate 140a (48 mg). 5 mg of the title compound was isolated. Reaction conditions: temperature -78 celsius, time 1 hour. Yields the product CC1C(N(CC1)C1=NN(C=C1)C)=O (3-methyl-1-(1-methyl-1H-pyrazol-3-yl)pyrrolidin-2-one). Procedure details: To a solution of 1-(1-methyl-1H-pyrazol-3-yl)pyrrolidin-2-one (1.5 g) in THF (60 mL) was added 1.3 M LHMDS THF solution (7.3 mL) at −78° C., and the mixture was stirred at −78° C. for 1 hr. Iodomethane (0.60 mL) was added to the reaction mixture, and the mixture was stirred at room temperature for 4 hr. To the reaction mixture was added water, and the mixture was extracted with ethyl acetate. The extract was washed with saturated brine, and dried over anhydrous sodium sulfate, and the solvent wa... Solvent: C1CCOC1 (THF). Reaction SMILES: [CH3:1][N:2]1[CH:6]=[CH:5][C:4]([N:7]2[CH2:11][CH2:10][CH2:9][C:8]2=[O:12])=[N:3]1.[Li+].[CH3:14][Si]([N-][Si](C)(C)C)(C)C.C1COCC1.IC.O>C1COCC1>[CH3:14][CH:9]1[CH2:10][CH2:11][N:7]([C:4]2[CH:5]=[CH:6][N:2]([CH3:1])[N:3]=2)[C:8]1=[O:12] |f:1.2.3|. Starting materials: CN1N=C(C=C1)N1C(CCC1)=O (1-(1-methyl-1H-pyrazol-3-yl)pyrrolidin-2-one), [Li+].C[Si](C)(C)[N-][Si](C)(C)C.C1CCOC1 (LHMDS THF), O (water), IC (Iodomethane).